From a dataset of the Open Reaction Database (ORD), a public repository of structured organic reaction records. describe an organic reaction: reactants, conditions, products, and yield The reactants are Intermediate X, COC1=C(C=CC=C1)OC (1,2-dimethoxy-benzene), COC1=C(C=CC=C1)OC (1,2-dimethoxy-benzene), C(CC=C)(=O)O (but-3-enoic acid), C(CC=C)(=O)O (but-3-enoic acid), Polyphosphoric acid, title compounds. Run at temperature 60 celsius. The product is COC=1C=C2C(CC(C2=CC1OC)=O)C (5,6-Dimethoxy-3-methyl-indan-1-one). Reaction SMILES: [CH3:1][O:2][C:3]1[CH:8]=[CH:7][CH:6]=[CH:5][C:4]=1[O:9][CH3:10].[C:11](O)(=[O:15])[CH2:12][CH:13]=[CH2:14]>>[CH3:1][O:2][C:3]1[CH:8]=[C:7]2[C:6](=[CH:5][C:4]=1[O:9][CH3:10])[C:11](=[O:15])[CH2:12][CH:13]2[CH3:14]. Procedure: A mixture of 1,2-dimethoxy-benzene (Compound 47a) (19.1 mL, 0.150 mole) and but-3-enoic acid (Compound 49a) (19.2 mL, 0.225 mole) was stirred under argon in an ice bath. Polyphosphoric acid (230 g, 1.05 mole) was added slowly. After addition was complete, the ice bath was removed and the reaction heated for 16 hours at 60° C. The reaction was added to ice water and extracted with ether. The organic extracts were washed with 3N NaOH, water, brine and dried over Na2SO4. The solvent was then remove...